From a dataset of the Open Reaction Database (ORD), a public repository of structured organic reaction records. describe an organic reaction: reactants, conditions, products, and yield Starting materials: C1(=CC=CC=C1)C(C(=O)Cl)(Cl)C1=CC=CC=C1 (diphenyl-α-chloroacetyl chloride), N1(CCCC1)CCN (pyrrolidinoethylamine). The solvent is CC(=O)C (acetone), CC(=O)C (acetone). Product: Cl.N1(CCCC1)CCNC(C(Cl)(C1=CC=CC=C1)C1=CC=CC=C1)=O (N(2'-pyrrolidino-ethyl)-α,α-diphenyl-α-chloroacetamide hydrochloride). As a reaction SMILES: [C:1]1([C:7]([C:12]2[CH:17]=[CH:16][CH:15]=[CH:14][CH:13]=2)([Cl:11])[C:8]([Cl:10])=[O:9])[CH:6]=[CH:5][CH:4]=[CH:3][CH:2]=1.[N:18]1([CH2:23][CH2:24][NH2:25])[CH2:22][CH2:21][CH2:20][CH2:19]1>CC(C)=O>[ClH:10].[N:18]1([CH2:23][CH2:24][NH:25][C:8](=[O:9])[C:7]([C:12]2[CH:17]=[CH:16][CH:15]=[CH:14][CH:13]=2)([C:1]2[CH:6]=[CH:5][CH:4]=[CH:3][CH:2]=2)[Cl:11])[CH2:22][CH2:21][CH2:20][CH2:19]1 |f:3.4|. Procedure details: An acetone solution of 1 mol of diphenyl-α-chloroacetyl chloride is treated at 0° C. with an acetone solution of pyrrolidinoethylamine. The reactants are Cc1ccccc1, COc1nc(N)nc(OC)n1, O=S(=O)(N=C=S)c1ccccc1-c1ccccc1. The product is COc1nc(NC(=S)NS(=O)(=O)c2ccccc2-c2ccccc2)nc(OC)n1. As a reaction SMILES: [CH3:30][c:31]1[cH:32][cH:33][cH:34][cH:35][cH:36]1.[NH2:1][c:2]1[n:3][c:4]([O:10][CH3:11])[n:5][c:6]([O:8][CH3:9])[n:7]1.[c:12]1(-[c:18]2[c:19]([S:24](=[O:25])(=[O:26])[N:27]=[C:28]=[S:29])[cH:20][cH:21][cH:22][cH:23]2)[cH:13][cH:14][cH:15][cH:16][cH:17]1>>[NH:1]([c:2]1[n:3][c:4]([O:10][CH3:11])[n:5][c:6]([O:8][CH3:9])[n:7]1)[C:28]([NH:27][S:24]([c:19]1[c:18](-[c:12]2[cH:13][cH:14][cH:15][cH:16][cH:17]2)[cH:23][cH:22][cH:21][cH:20]1)(=[O:25])=[O:26])=[S:29]. The reactants are COC(=O)C1CC(C#N)(c2ccc(F)cc2)CCC1=O, CCO, Cl. Yields the product N#CC1(c2ccc(F)cc2)CCC(=O)CC1. RXN SMILES: [CH3:1][O:2][C:3](=[O:4])[CH:5]1[C:6](=[O:20])[CH2:7][CH2:8][C:9]([c:11]2[cH:12][cH:13][c:14]([F:17])[cH:15][cH:16]2)([C:18]#[N:19])[CH2:10]1.[CH3:22][CH2:23][OH:24].[ClH:21]>>[CH2:5]1[C:6](=[O:20])[CH2:7][CH2:8][C:9]([c:11]2[cH:12][cH:13][c:14]([F:17])[cH:15][cH:16]2)([C:18]#[N:19])[CH2:10]1. The reactants are BrCC(=O)OC (methyl bromoacetate), [H-].[Na+] (NaH), C1(CC1)C=1N(C2=CC=CC(=C2C1)O)CC1=CC=CC=C1 (2-Cyclopropyl-4-hydroxy-1-(phenylmethyl)-1H-indole). Run in CN(C)C=O (DMF). The product is COC(COC1=C2C=C(N(C2=CC=C1)CC1=CC=CC=C1)C1CC1)=O ([[2-cyclopropyl-1-(phenylmethyl)-1H-indol-4-yl]oxy]acetic acid methyl ester). Isolated yield 62.9%. As a reaction SMILES: [CH:1]1([C:4]2[N:5]([CH2:14][C:15]3[CH:20]=[CH:19][CH:18]=[CH:17][CH:16]=3)[C:6]3[C:11]([CH:12]=2)=[C:10]([OH:13])[CH:9]=[CH:8][CH:7]=3)[CH2:3][CH2:2]1.Br[CH2:22][C:23]([O:25][CH3:26])=[O:24].[H-].[Na+]>CN(C=O)C>[CH3:26][O:25][C:23](=[O:24])[CH2:22][O:13][C:10]1[CH:9]=[CH:8][CH:7]=[C:6]2[C:11]=1[CH:12]=[C:4]([CH:1]1[CH2:2][CH2:3]1)[N:5]2[CH2:14][C:15]1[CH:20]=[CH:19][CH:18]=[CH:17][CH:16]=1 |f:2.3|. Reported procedure: 2-Cyclopropyl-4-hydroxy-1-(phenylmethyl)-1H-indole (316 mg, 1.2 mmol) was alkylated by treating with 0.11 mL (1.2 mmol) of methyl bromoacetate and 48 mg (1.2 mmol) of 60% NaH/mineral oil in DMF as described in Example 1, Part E. The product was purified by chromatography over silica gel eluting with 20% EtOAc/hexane, to give 253 mg (63% yield) of [[2-cyclopropyl-1-(phenylmethyl)-1H-indol-4-yl]oxy]acetic acid methyl ester. Starting materials: COc1ccc(CN)cc1, CCO, CCN(C(C)C)C(C)C, Nc1c(Cl)ncnc1Cl. The product is COc1ccc(CNc2ncnc(Cl)c2N)cc1. As a reaction SMILES: [CH3:10][O:11][c:12]1[cH:13][cH:14][c:15]([CH2:16][NH2:17])[cH:18][cH:19]1.[CH3:29][CH2:30][OH:31].[CH:20]([N:21]([CH:22]([CH3:23])[CH3:24])[CH2:25][CH3:26])([CH3:27])[CH3:28].[NH2:1][c:2]1[c:3]([Cl:9])[n:4][cH:5][n:6][c:7]1[Cl:8]>>[NH2:1][c:2]1[c:3]([NH:17][CH2:16][c:15]2[cH:14][cH:13][c:12]([O:11][CH3:10])[cH:19][cH:18]2)[n:4][cH:5][n:6][c:7]1[Cl:8]. Reactants: ClC(=O)C1=CC=C(N1C)CC(=O)OCC (ethyl 5-chlorocarbonyl-1-methylpyrrole-2-acetate), CCOCC (ether), solid, C1(=CC=CC=C1)C (toluene), ice water, HCl ice, CCOCC (ether), C1(=CC=CC=C1)C (toluene), FeCl3, C1(=CC=C(C=C1)[Mg]Br)C (p-tolylmagnesium bromide). Solvent: C1CCCCC1 (cyclohexane). Conditions: temperature -60 celsius. Yields the product CN1C(=CC=C1C(=O)C1=CC=C(C=C1)C)CC(=O)OCC (Ethyl 1-methyl-5-(p-toluoyl)-pyrrole-2-acetate). Yield: 10.0%. Reaction SMILES: Cl[C:2]([C:4]1[N:8]([CH3:9])[C:7]([CH2:10][C:11]([O:13][CH2:14][CH3:15])=[O:12])=[CH:6][CH:5]=1)=[O:3].[C:16]1([CH3:22])[CH:21]=[CH:20][CH:19]=[CH:18][CH:17]=1.CCOCC.C1(C)C=CC([Mg]Br)=CC=1>C1CCCCC1>[CH3:9][N:8]1[C:4]([C:2]([C:19]2[CH:20]=[CH:21][C:16]([CH3:22])=[CH:17][CH:18]=2)=[O:3])=[CH:5][CH:6]=[C:7]1[CH2:10][C:11]([O:13][CH2:14][CH3:15])=[O:12]. Reported procedure: To a stirred and chilled (-60°C.) solution of 5.0 g. (0.022 mole) of ethyl 5-chlorocarbonyl-1-methylpyrrole-2-acetate in 300 ml. of dry toluene is added in one portion 0.70 g. (0.0044 mole) of anhydrous FeCl3, weighed under 5 ml. of toluene and dissolved in 2 ml. of ether. The freshly prepared Grignard solution of 0.023 mole of p-tolylmagnesium bromide in 15 ml. ether is added dropwise, under hydrogen, to the above reaction mixture at such a rate so as to maintain the reaction temperature at -60...